From a dataset of the Open Reaction Database (ORD), a public repository of structured organic reaction records. describe an organic reaction: reactants, conditions, products, and yield Reactants: [Al+3], CC(=O)OC(C)=O, [Ca+2], [Cl-], [Cl-], [Cl-], [Cl-], [Cl-], ClCCl, Cc1ccc(S(=O)(=O)n2cccc2)cc1. Yields the product CC(=O)c1ccn(S(=O)(=O)c2ccc(C)cc2)c1. Reaction SMILES: [Al+3:5].[CH3:8][C:9](=[O:10])[O:11][C:12](=[O:13])[CH3:14].[Ca+2:3].[Cl-:1].[Cl-:2].[Cl-:4].[Cl-:6].[Cl-:7].[Cl:30][CH2:31][Cl:32].[S:15](=[O:16])(=[O:17])([c:18]1[cH:19][cH:20][c:21]([CH3:22])[cH:23][cH:24]1)[n:25]1[cH:26][cH:27][cH:28][cH:29]1>>[CH3:8][C:9](=[O:10])[c:27]1[cH:26][n:25]([S:15](=[O:16])(=[O:17])[c:18]2[cH:19][cH:20][c:21]([CH3:22])[cH:23][cH:24]2)[cH:29][cH:28]1. Starting materials: CCOC(=O)CN1CCCC1C(=O)N1CCCC1CCc1cc2ccc(C#N)cc2n1CC, CO, Cl, NO, [Na+], [Na+], O=C([O-])[O-], O. Yields the product CCOC(=O)CN1CCCC1C(=O)N1CCCC1CCc1cc2ccc(CN=NO)cc2n1CC. RXN SMILES: [C:1](#[N:2])[c:3]1[cH:4][cH:5][c:6]2[cH:7][c:8]([CH2:14][CH2:15][CH:16]3[N:17]([C:21](=[O:22])[CH:23]4[N:24]([CH2:28][C:29](=[O:30])[O:31][CH2:32][CH3:33])[CH2:25][CH2:26][CH2:27]4)[CH2:18][CH2:19][CH2:20]3)[n:9]([CH2:12][CH3:13])[c:10]2[cH:11]1.[CH3:44][OH:45].[ClH:34].[NH2:35][OH:36].[Na+:37].[Na+:38].[O-:39][C:40](=[O:41])[O-:42].[OH2:43]>>[CH2:1]([N:2]=[N:35][OH:36])[c:3]1[cH:4][cH:5][c:6]2[cH:7][c:8]([CH2:14][CH2:15][CH:16]3[N:17]([C:21](=[O:22])[CH:23]4[N:24]([CH2:28][C:29](=[O:30])[O:31][CH2:32][CH3:33])[CH2:25][CH2:26][CH2:27]4)[CH2:18][CH2:19][CH2:20]3)[n:9]([CH2:12][CH3:13])[c:10]2[cH:11]1.